This data is from the Open Reaction Database (ORD), a public repository of structured organic reaction records. The task is: describe an organic reaction: reactants, conditions, products, and yield RXN SMILES: [CH3:19][C:20]1=[CH:25][CH2:24][CH2:23][CH2:22][CH2:21]1.[CH3:1][c:2]1[cH:3][cH:4][c:5](-[c:8]2[o:9][c:10]3[c:11]([cH:12]2)[cH:13][c:14]([CH:17]=[O:18])[cH:15][cH:16]3)[cH:6][cH:7]1.[Cl+:26]([O-:27])[O-:28].[ClH:36].[Na+:29].[Na+:30].[O:37]=[CH:38][N:39]([CH3:40])[CH3:41].[OH:31][P:32](=[O:33])([O-:34])[OH:35]>>[CH3:1][c:2]1[cH:3][cH:4][c:5](-[c:8]2[o:9][c:10]3[c:11]([cH:12]2)[cH:13][c:14]([C:17](=[O:18])[OH:27])[cH:15][cH:16]3)[cH:6][cH:7]1. The reactants are CC1=CCCCC1, Cc1ccc(-c2cc3cc(C=O)ccc3o2)cc1, [O-][Cl+][O-], Cl, [Na+], [Na+], CN(C)C=O, O=P([O-])(O)O. Product: Cc1ccc(-c2cc3cc(C(=O)O)ccc3o2)cc1. Reactants: COc1ccc([N+](=O)[O-])c(Br)c1OC, O=C([O-])[O-], CS, CCO, [K+], [K+], O. Yields the product COc1ccc([N+](=O)[O-])c(SC)c1OC. RXN SMILES: [Br:12][c:13]1[c:14]([O:24][CH3:25])[c:15]([O:22][CH3:23])[cH:16][cH:17][c:18]1[N+:19](=[O:20])[O-:21].[C:1](=[O:2])([O-:3])[O-:4].[CH3:7][SH:8].[CH3:9][CH2:10][OH:11].[K+:5].[K+:6].[OH2:26]>>[CH3:7][S:8][c:13]1[c:14]([O:24][CH3:25])[c:15]([O:22][CH3:23])[cH:16][cH:17][c:18]1[N+:19](=[O:20])[O-:21]. The reactants are COC(=O)c1cc(C(F)(F)F)cc(NC(=O)NS(=O)(=O)c2cc(C)c(CCOC(C)=O)s2)n1, CO, [H-], [Na+]. Product: COC(=O)c1cc(C(F)(F)F)cc(NC(=O)NS(=O)(=O)c2cc(C)c(CCO)s2)n1. Reaction SMILES: [C:1](=[O:2])([CH3:3])[O:4][CH2:5][CH2:6][c:7]1[c:8]([CH3:33])[cH:9][c:10]([S:12](=[O:13])(=[O:14])[NH:15][C:16](=[O:17])[NH:18][c:19]2[cH:20][c:21]([C:29]([F:30])([F:31])[F:32])[cH:22][c:23]([C:25](=[O:26])[O:27][CH3:28])[n:24]2)[s:11]1.[CH3:36][OH:37].[H-:34].[Na+:35]>>[OH:4][CH2:5][CH2:6][c:7]1[c:8]([CH3:33])[cH:9][c:10]([S:12](=[O:13])(=[O:14])[NH:15][C:16](=[O:17])[NH:18][c:19]2[cH:20][c:21]([C:29]([F:30])([F:31])[F:32])[cH:22][c:23]([C:25](=[O:26])[O:27][CH3:28])[n:24]2)[s:11]1. The reactants are EtOAc-hexanes, N1=C(C=CC=C1)C1=CN=CO1 (5-(2-pyridyl)oxazole), C(C1=CC=CC=C1)OC=1C=C(C=CC1)CCC(=O)O (3-(3-(benzyloxy)phenyl)propanoic acid), EtOAc-hexanes. Product: O=C(CCC1=CC(=CC=C1)OCC1=CC=CC=C1)C=1OC(=CN1)C1=NC=CC=C1 (1-Oxo-1-[5-(2-pyridyl)oxazol-2-yl]-3-(3-(benzyloxy)phenyl)-propane). Isolated yield 18.0%. Reaction SMILES: [N:1]1[CH:6]=[CH:5][CH:4]=[CH:3][C:2]=1[C:7]1[O:11][CH:10]=[N:9][CH:8]=1.[CH2:12]([O:19][C:20]1[CH:21]=[C:22]([CH2:26][CH2:27][C:28](O)=[O:29])[CH:23]=[CH:24][CH:25]=1)[C:13]1[CH:18]=[CH:17][CH:16]=[CH:15][CH:14]=1>>[O:29]=[C:28]([C:10]1[O:11][C:7]([C:2]2[CH:3]=[CH:4][CH:5]=[CH:6][N:1]=2)=[CH:8][N:9]=1)[CH2:27][CH2:26][C:22]1[CH:23]=[CH:24][CH:25]=[C:20]([O:19][CH2:12][C:13]2[CH:18]=[CH:17][CH:16]=[CH:15][CH:14]=2)[CH:21]=1. Reported procedure: The title compound was prepared from 5-(2-pyridyl)oxazole and 3-(3-(benzyloxy)phenyl)propanoic acid (Bänteli, R.; Brun, I.; et al. Tetrahedron Lett. 1999, 40, 2109-2112) using General Procedure B. Column chromatography (SiO2, 2.5×6 cm, 10-20% EtOAc-hexanes gradient) followed by PTLC (SiO2, 50% EtOAc-hexanes) afforded 11c (46 mg, 0.12 mmol, 18%) as a yellow solid: 1H NMR (CDCl3, 400 MHz) 8.67 (m, 1H), 7.88 (s, 1H), 7.87-7.85 (m, 1H), 7.81 (td, 1H, J=7.8, 1.8 Hz), 7.45 (d, 2H, J=8.5 Hz), 7.38 (t, ... Starting materials: CC(=O)O, ClC(Cl)Cl, O=C1C2=C(CCCC2)C(=O)N1c1cc([N+](=O)[O-])c(Cl)cc1F, [Fe]. Product: Nc1cc(N2C(=O)C3=C(CCCC3)C2=O)c(F)cc1Cl. Reaction SMILES: [CH3:27][C:28](=[O:29])[OH:30].[CH:23]([Cl:24])([Cl:25])[Cl:26].[Cl:1][c:2]1[cH:3][c:4]([F:22])[c:5]([N:11]2[C:12](=[O:21])[C:13]3=[C:14]([C:15]2=[O:16])[CH2:17][CH2:18][CH2:19][CH2:20]3)[cH:6][c:7]1[N+:8]([O-:9])=[O:10].[Fe:31]>>[Cl:1][c:2]1[cH:3][c:4]([F:22])[c:5]([N:11]2[C:12](=[O:21])[C:13]3=[C:14]([C:15]2=[O:16])[CH2:17][CH2:18][CH2:19][CH2:20]3)[cH:6][c:7]1[NH2:8]. Starting materials: S(=O)(Cl)Cl (thionyl chloride), N1C=NC=C1 (imidazole), OC=1C=CC=C2CCCC(C12)=O (8-hydroxy-1-tetralone). Run in C(Cl)Cl (methylene chloride). Yields the product N1(C=NC=C1)C1=CCCC2=CC=CC(=C12)O (3,4-dihydro-1-(imidazol-1-yl)-8-hydroxynaphthalene). The yield is 46.1%. Reaction SMILES: S(Cl)(Cl)=O.[NH:5]1[CH:9]=[CH:8][N:7]=[CH:6]1.[OH:10][C:11]1[CH:12]=[CH:13][CH:14]=[C:15]2[C:20]=1[C:19](=O)[CH2:18][CH2:17][CH2:16]2>C(Cl)Cl>[N:5]1([C:19]2[C:20]3[C:15](=[CH:14][CH:13]=[CH:12][C:11]=3[OH:10])[CH2:16][CH2:17][CH:18]=2)[CH:9]=[CH:8][N:7]=[CH:6]1. Procedure: 227 g (1.9 mols) of thionyl chloride are added dropwise to a mixture of 503 g (7.4 mols) of imidazole and 1.6 liter of methylene chloride at 5° C., while stirring. The mixture is subsequently stirred for 20 minutes and 157 g (0.97 mol) of 8-hydroxy-1-tetralone are then added. The reaction mixture is stirred for a further 2 hours and then filtered and the filtrate is poured into ice water. The organic phase is separated off and concentrated under reduced pressure. The residue is taken up in 1 lit... Reactants: [I-].[Na+] (Sodium iodide), [Br-].C(CC)(=O)N (propionamide bromide), C(C=C)OC(=O)N1C[C@H](C[C@H]1\C=C\C=1N2C(SC1)=CN=C2)SC=2[C@@H]([C@H]1N(C2C(=O)OCC=C)C([C@@H]1[C@@H](C)O)=O)C (allyl(1R,5S,6S)-2-[(3S,5S)-1-allyloxycarbonyl-5-[2(E)-(imidazo[5,1-b]thiazol-3-yl)ethenyl]pyrrolidin-3-yl]thio-6-((1R)-1-hydroxyethyl)-1-methylcarbapen-2-em-3-carboxylate). Solvent: CC(=O)C (acetone), CN(C)C=O (DMF). Product: C(N)(=O)CCN1CN2C(SC=C2/C=C/[C@@H]2C[C@@H](CN2)SC=2[C@@H]([C@H]3N(C2C(=O)I)C([C@@H]3[C@@H](C)O)=O)C)=C1 ((1R,5S,6S)-2-[(3S,5S)-5-[2(E)-(6-(Carbamoylethyl)imidazo[5,1-b]thiazol-3-yl)ethenyl]pyrrolidin-3-yl]thio-6-((1R)-1-hydroxyethyl)-1-methylcarbapen-2-em-3-carboxylic acid iodide). The yield is 3.3%. As a reaction SMILES: [I-:1].[Na+].[Br-].[C:4]([NH2:8])(=[O:7])[CH2:5][CH3:6].C(OC([N:15]1[C@H:19](/[CH:20]=[CH:21]/[C:22]2[N:23]3[CH:29]=[N:28][CH:27]=[C:24]3[S:25][CH:26]=2)[CH2:18][C@H:17]([S:30][C:31]2[C@H:32]([CH3:48])[C@@H:33]3[C@@H:43]([C@H:44]([OH:46])[CH3:45])[C:42](=[O:47])[N:34]3[C:35]=2[C:36](OCC=C)=[O:37])[CH2:16]1)=O)C=C>CC(C)=O.CN(C=O)C>[C:4]([CH2:5][CH2:6][N:28]1[CH:27]=[C:24]2[S:25][CH:26]=[C:22](/[CH:21]=[CH:20]/[C@H:19]3[NH:15][CH2:16][C@@H:17]([S:30][C:31]4[C@H:32]([CH3:48])[C@@H:33]5[C@@H:43]([C@H:44]([OH:46])[CH3:45])[C:42](=[O:47])[N:34]5[C:35]=4[C:36]([I:1])=[O:37])[CH2:18]3)[N:23]2[CH2:29]1)(=[O:7])[NH2:8] |f:0.1,2.3|. Reported procedure: Sodium iodide (70 mg) and 71 mg of propionamide bromide are added to a solution of 55 mg of allyl(1R,5S,6S)-2-[(3S,5S)-1-allyloxycarbonyl-5-[2(E)-(imidazo[5,1-b]thiazol-3-yl)ethenyl]pyrrolidin-3-yl]thio-6-((1R)-1-hydroxyethyl)-1-methylcarbapen-2-em-3-carboxylate, described in Example 38-a) in 1 ml of acetone and 0.5 ml of DMF, and the mixture is stirred in a light-shielded state at room temperature for 36 hr. The solvent is removed under reduced pressure, and the residue is purified by column ch...